This data is from the Open Reaction Database (ORD), a public repository of structured organic reaction records. The task is: describe an organic reaction: reactants, conditions, products, and yield The reactants are ClC1=CC(=C(CO)C=C1OC(C)C)F (4-chloro-2-fluoro-5-isopropoxybenzylalcohol), S(=O)(Cl)Cl (thionyl chloride). The solvent is O1CCCC1 (tetrahydrofuran), N1=CC=CC=C1 (pyridine). Run at temperature 5 celsius, time 1.5 hour. The product is ClC1=CC(=C(CCl)C=C1OC(C)C)F (4-chloro-2-fluoro-5-isopropoxybenzyl chloride). RXN SMILES: [Cl:1][C:2]1[C:9]([O:10][CH:11]([CH3:13])[CH3:12])=[CH:8][C:5]([CH2:6]O)=[C:4]([F:14])[CH:3]=1.S(Cl)([Cl:17])=O>O1CCCC1.N1C=CC=CC=1>[Cl:1][C:2]1[C:9]([O:10][CH:11]([CH3:13])[CH3:12])=[CH:8][C:5]([CH2:6][Cl:17])=[C:4]([F:14])[CH:3]=1. Reported procedure: Then, 6.7 g of 4-chloro-2-fluoro-5-isopropoxybenzylalcohol was dissolved in 70 ml of tetrahydrofuran, to which 1 ml of pyridine was added, and the mixture was cooled to 5° C. Then, 5 ml of thionyl chloride was slowly added dropwise at 5° to 10° C., and the mixture was stirred at 5° C. for 1.5 hours. After completion of the reaction, the reaction mixture was filtered to separate the precipitated crystals, and the filtrate was concentrated. The residue was subjected to silica gel column chromatogr... Starting materials: CC(=O)Nc1nc(-c2ccc(CCN(C(=O)[O-])C(C)(C)C)cc2)cs1, CCOC(C)=O, Cl. Yields the product Cl, CC(=O)Nc1nc(-c2ccc(CCN)cc2)cs1. As a reaction SMILES: [C:1]([N:5]([C:2](=[O:3])[O-:4])[CH2:9][CH2:10][c:11]1[cH:12][cH:13][c:14](-[c:17]2[n:18][c:19]([NH:22][C:23]([CH3:24])=[O:25])[s:20][cH:21]2)[cH:15][cH:16]1)([CH3:6])([CH3:7])[CH3:8].[CH3:27][CH2:28][O:29][C:30](=[O:31])[CH3:32].[ClH:26]>>[ClH:26].[NH2:5][CH2:9][CH2:10][c:11]1[cH:12][cH:13][c:14](-[c:17]2[n:18][c:19]([NH:22][C:23]([CH3:24])=[O:25])[s:20][cH:21]2)[cH:15][cH:16]1.